From a dataset of the Open Reaction Database (ORD), a public repository of structured organic reaction records. describe an organic reaction: reactants, conditions, products, and yield The reactants are BrC=1C=CC(=C(C1)C=1NC=CN1)F (2-(5-bromo-2-fluoro-phenyl)-1H-imidazole), [H-].[Na+] (sodium hydride), C1C(C)O1 ((+/−)-propylene oxide). The solvent is CN(C=O)C (dimethylformamide). Reaction conditions: time 10 minute. The product is BrC=1C=CC2=C(C=3N(CC(O2)C)C=CN3)C1 ((±)-10-bromo-6-methyl-5,6-dihydrobenzo[f]imidazo[1,2-d][1,4]oxazepine). Yield: 64.9%. As a reaction SMILES: [Br:1][C:2]1[CH:3]=[CH:4][C:5](F)=[C:6]([C:8]2[NH:9][CH:10]=[CH:11][N:12]=2)[CH:7]=1.[H-].[Na+].[CH2:16]1[O:19][CH:17]1[CH3:18]>CN(C)C=O>[Br:1][C:2]1[CH:3]=[CH:4][C:5]2[O:19][CH:17]([CH3:18])[CH2:16][N:9]3[CH:10]=[CH:11][N:12]=[C:8]3[C:6]=2[CH:7]=1 |f:1.2|. Reported procedure: To a solution of 2-(5-bromo-2-fluoro-phenyl)-1H-imidazole (250 mg, 1.0371 mmol) in dimethylformamide (3.0 mL) was added sodium hydride (1.1 equiv., 45.6 mg, 1.1408 mmol) at 0° C. The reaction was stirred at this temperature for 10 minutes, then (+/−)-propylene oxide (1.2 equiv., 0.09 mL, 1.2445 mmol) was added and the mixture was allowed to warm up to room temperature. The reaction was then heated to 95° C. for 6 h. The reaction mixture was cooled to room temperature and quenched with saturated ... Starting materials: COc1cc(CC(=O)O)ccc1NC(=O)Nc1ccccc1Br, ClCCCl, CN(C)c1ccncc1, CCOC(C)=O, Cl, CC(N)COc1ccc(C(=O)OCc2ccccc2)cc1, CN(C)C=O, On1nnc2ccccc21. The product is COc1cc(CC(=O)NC(C)COc2ccc(C(=O)OCc3ccccc3)cc2)ccc1NC(=O)Nc1ccccc1Br. RXN SMILES: [Br:1][c:2]1[c:3]([NH:8][C:9]([NH:10][c:11]2[c:12]([O:21][CH3:22])[cH:13][c:14]([CH2:17][C:18](=[O:19])[OH:20])[cH:15][cH:16]2)=[O:23])[cH:4][cH:5][cH:6][cH:7]1.[CH2:45]([Cl:46])[CH2:47][Cl:48].[CH3:60][N:61]([c:62]1[cH:63][cH:64][n:65][cH:66][cH:67]1)[CH3:68].[CH3:74][CH2:75][O:76][C:77]([CH3:78])=[O:79].[ClH:49].[NH2:24][CH:25]([CH2:26][O:27][c:28]1[cH:29][cH:30][c:31]([C:32](=[O:33])[O:34][CH2:35][c:36]2[cH:37][cH:38][cH:39][cH:40][cH:41]2)[cH:42][cH:43]1)[CH3:44].[O:69]=[CH:70][N:71]([CH3:72])[CH3:73].[OH:50][n:51]1[c:52]2[c:53]([cH:54][cH:55][cH:56][cH:57]2)[n:58][n:59]1>>[Br:1][c:2]1[c:3]([NH:8][C:9]([NH:10][c:11]2[c:12]([O:21][CH3:22])[cH:13][c:14]([CH2:17][C:18](=[O:20])[NH:24][CH:25]([CH2:26][O:27][c:28]3[cH:29][cH:30][c:31]([C:32](=[O:33])[O:34][CH2:35][c:36]4[cH:37][cH:38][cH:39][cH:40][cH:41]4)[cH:42][cH:43]3)[CH3:44])[cH:15][cH:16]2)=[O:23])[cH:4][cH:5][cH:6][cH:7]1. The reactants are CC1=NC2=CC=CC(=C2C(N1C)=O)C (2,3,5-trimethyl-4(3H)-quinazolinone), ClC1=CC=C(C(=O)C2=CC=C(C=O)C=C2)C=C1 (4-(4-chlorobenzoyl)benzaldehyde), C(C)(=O)OC(C)=O (acetic anhydride). Run at temperature 140 celsius, time 2 hour. Yields the product ClC1=CC=C(C(=O)C2=CC=C(C=C2)C=CC2=NC3=CC=CC(=C3C(N2C)=O)C)C=C1 (2-[2-[4-(4-Chlorobenzoyl)phenyl]vinyl]-3,5-dimethyl-4(3H)-quinazolinone). Yield: 60.8%. As a reaction SMILES: [CH3:1][C:2]1[N:11]([CH3:12])[C:10](=[O:13])[C:9]2[C:4](=[CH:5][CH:6]=[CH:7][C:8]=2[CH3:14])[N:3]=1.[Cl:15][C:16]1[CH:31]=[CH:30][C:19]([C:20]([C:22]2[CH:29]=[CH:28][C:25]([CH:26]=O)=[CH:24][CH:23]=2)=[O:21])=[CH:18][CH:17]=1.C(OC(=O)C)(=O)C>>[Cl:15][C:16]1[CH:17]=[CH:18][C:19]([C:20]([C:22]2[CH:29]=[CH:28][C:25]([CH:26]=[CH:1][C:2]3[N:11]([CH3:12])[C:10](=[O:13])[C:9]4[C:4](=[CH:5][CH:6]=[CH:7][C:8]=4[CH3:14])[N:3]=3)=[CH:24][CH:23]=2)=[O:21])=[CH:30][CH:31]=1. Procedure: To a mixture of 2,3,5-trimethyl-4(3H)-quinazolinone (376 mg) and 4-(4-chlorobenzoyl)benzaldehyde (1.1 g) was added acetic anhydride (0.5 ml) and the mixture was stirred at 140° C. for 2 hours. This reaction mixture was concentrated and the residue was washed with diethyl ether and dried to provide 504 mg of yellow powder. Reaction conditions: temperature 70 celsius. Product: C(C(=C)C)(=O)OC.C(C=C)(=O)OCCCC (methyl methacrylate n-butyl acrylate). Reported procedure: A glass-made vessel equipped with a reflux condenser, a dropping funnel, a thermometer, a nitrogen blowing-in nozzle and a stirrer was charged with 5 parts of PVA having a mercapto group at only one end thereof (PVA-3: degree of polymerization of 550, degree of hydrolysis of 88.3 mol %, mercapto group content of 3.3×10-5 equivalent/g) and 90 parts of ion-exchanged water, and the PVA was completely dissolved in the water at 95° C. The resultant aqueous solution of the PVA was adjusted to pH=4 wit... The solvent is O (water), O (water). RXN SMILES: S(=O)(=O)(O)O.[C:6]([O:11][CH3:12])(=[O:10])[C:7]([CH3:9])=[CH2:8].[C:13]([O:17][CH2:18][CH2:19][CH2:20][CH3:21])(=[O:16])[CH:14]=[CH2:15].C(S)CCCCCCCCCCC.S(OOS([O-])(=O)=O)([O-])(=O)=O.[K+].[K+]>O>[C:6]([O:11][CH3:12])(=[O:10])[C:7]([CH3:9])=[CH2:8].[C:13]([O:17][CH2:18][CH2:19][CH2:20][CH3:21])(=[O:16])[CH:14]=[CH2:15] |f:4.5.6,8.9|. Reactants: C(C=C)(=O)OCCCC (n-butyl acrylate), C(CCCCCCCCCCC)S (n-dodecyl mercaptan), 40, C(C(=C)C)(=O)OC (methyl methacrylate), C(C=C)(=O)OCCCC (n-butyl acrylate), C(CCCCCCCCCCC)S (n-dodecyl mercaptan), 550, S(O)(O)(=O)=O (sulfuric acid), C(C(=C)C)(=O)OC (methyl methacrylate), S(=O)(=O)([O-])OOS(=O)(=O)[O-].[K+].[K+] (potassium persulfate). Starting materials: COC1=C(C(C(=O)OC)=CC=C1)O (methyl 3-methoxysalicylate), N(=NC(=O)OCC)C(=O)OCC (diethyl azodicarboxylate), C(C1=CC=CC=C1)O (benzyl alcohol), C1(=CC=CC=C1)P(C1=CC=CC=C1)C1=CC=CC=C1 (triphenylphosphine). Run in O1CCCC1 (tetrahydrofuran), CN(C=O)C (dimethylformamide), C(C)(=O)OCC (ethyl acetate). Reaction conditions: time 8 hour. The product is COC(C1=C(C(=CC=C1)OC)OCC1=CC=CC=C1)=O (2-Benzyloxy-3-methoxybenzoic acid methyl ester). The yield is 58.2%. As a reaction SMILES: [CH3:1][O:2][C:3]1[CH:12]=[CH:11][CH:10]=[C:5]([C:6]([O:8][CH3:9])=[O:7])[C:4]=1[OH:13].[CH2:14](O)[C:15]1[CH:20]=[CH:19][CH:18]=[CH:17][CH:16]=1.C1(P(C2C=CC=CC=2)C2C=CC=CC=2)C=CC=CC=1.N(C(OCC)=O)=NC(OCC)=O>O1CCCC1.CN(C)C=O.C(OCC)(=O)C>[CH3:9][O:8][C:6](=[O:7])[C:5]1[CH:10]=[CH:11][CH:12]=[C:3]([O:2][CH3:1])[C:4]=1[O:13][CH2:14][C:15]1[CH:20]=[CH:19][CH:18]=[CH:17][CH:16]=1. Reported procedure: To a solution of methyl 3-methoxysalicylate (1.0 g, 5.49 mmol) in 5 ml tetrahydrofuran and 5 ml dimethylformamide was added sequentially at room temperature, benzyl alcohol (0.71 ml, 6.86 mmol), triphenylphosphine (2.16 g, 8.23 mmol) and diethyl azodicarboxylate (1.3 ml, 8.23 mmol). The reaction solution was stirred at room temperature overnight, then ethyl acetate was added and the resulting solution was washed sequentially with water and brine. The ethyl acetate solution was dried over anhydro...